Dataset: the Open Reaction Database (ORD), a public repository of structured organic reaction records. Task: describe an organic reaction: reactants, conditions, products, and yield The reactants are C[N+](C)(C)C, CCCC[N+](CCCC)(CCCC)CCCC, COc1ccc(Cl)c(C(C)C(=O)c2ccc3c(c2)N(C)C(=O)CO3)c1, [F-], [F-], C[Si](C)(C)C(F)(F)F, C1CCOC1. The product is COc1ccc(Cl)c(C(C)C(O)(c2ccc3c(c2)N(C)C(=O)CO3)C(F)(F)F)c1. As a reaction SMILES: [CH3:35][N+:36]([CH3:37])([CH3:38])[CH3:39].[CH3:41][CH2:42][CH2:43][CH2:44][N+:45]([CH2:46][CH2:47][CH2:48][CH3:49])([CH2:50][CH2:51][CH2:52][CH3:53])[CH2:54][CH2:55][CH2:56][CH3:57].[Cl:1][c:2]1[c:3]([CH:10]([C:11](=[O:12])[c:13]2[cH:14][cH:15][c:16]3[c:17]([cH:24]2)[N:18]([CH3:23])[C:19](=[O:22])[CH2:20][O:21]3)[CH3:25])[cH:4][c:5]([O:8][CH3:9])[cH:6][cH:7]1.[F-:34].[F-:40].[F:26][C:27]([F:28])([F:29])[Si:30]([CH3:31])([CH3:32])[CH3:33].[O:58]1[CH2:59][CH2:60][CH2:61][CH2:62]1>>[Cl:1][c:2]1[c:3]([CH:10]([C:11]([OH:12])([c:13]2[cH:14][cH:15][c:16]3[c:17]([cH:24]2)[N:18]([CH3:23])[C:19](=[O:22])[CH2:20][O:21]3)[C:27]([F:26])([F:28])[F:29])[CH3:25])[cH:4][c:5]([O:8][CH3:9])[cH:6][cH:7]1.